Dataset: the Open Reaction Database (ORD), a public repository of structured organic reaction records. Task: describe an organic reaction: reactants, conditions, products, and yield Reactants: FC=1C=C(C(=O)NC2=CC=C(C3=CC=CC=C23)OC2=NC(=NC=C2)S(=O)(=O)C)C=C(C1)N1CCCCC1 (3-fluoro-N-[4-(2-methanesulfonyl-pyrimidin-4-yloxy)-naphthalen-1-yl]-5-piperidin-1-yl-benzamide), CN1C(CCC1)CCN (2-(1-methyl-pyrrolidin-2-yl)ethylamine). Product: FC=1C=C(C(=O)NC2=CC=C(C3=CC=CC=C23)OC2=NC(=NC=C2)NCCC2N(CCC2)C)C=C(C1)N1CCCCC1 (3-Fluoro-N-{4-[(2-{[2-(1-methylpyrrolidin-2-yl)ethyl]amino}pyrimidin-4-yl)oxy]-1-naphthyl}-5-piperidin-1-ylbenzamide). RXN SMILES: [F:1][C:2]1[CH:3]=[C:4]([CH:29]=[C:30]([N:32]2[CH2:37][CH2:36][CH2:35][CH2:34][CH2:33]2)[CH:31]=1)[C:5]([NH:7][C:8]1[C:17]2[C:12](=[CH:13][CH:14]=[CH:15][CH:16]=2)[C:11]([O:18][C:19]2[CH:24]=[CH:23][N:22]=[C:21](S(C)(=O)=O)[N:20]=2)=[CH:10][CH:9]=1)=[O:6].[CH3:38][N:39]1[CH2:43][CH2:42][CH2:41][CH:40]1[CH2:44][CH2:45][NH2:46]>>[F:1][C:2]1[CH:3]=[C:4]([CH:29]=[C:30]([N:32]2[CH2:37][CH2:36][CH2:35][CH2:34][CH2:33]2)[CH:31]=1)[C:5]([NH:7][C:8]1[C:17]2[C:12](=[CH:13][CH:14]=[CH:15][CH:16]=2)[C:11]([O:18][C:19]2[CH:24]=[CH:23][N:22]=[C:21]([NH:46][CH2:45][CH2:44][CH:40]3[CH2:41][CH2:42][CH2:43][N:39]3[CH3:38])[N:20]=2)=[CH:10][CH:9]=1)=[O:6]. Procedure details: Compound is prepared from 3-fluoro-N-[4-(2-methanesulfonyl-pyrimidin-4-yloxy)-naphthalen-1-yl]-5-piperidin-1-yl-benzamide and 2-(1-methyl-pyrrolidin-2-yl)ethylamine according to conditions described in general procedure C. Mp: 112-114° C.; 1H NMR (400 MHz, DMSO-d6) δ 1.30-1.61 (m, 10 H), 1.37-2.10 (m, 5 H), 2.84 (bs, 2 H), 3.11-3.36 (m, 7 H), 6.15-6.30 (m, 1 H), 6.96 (d, J=12.4 Hz, 1 H), 7.08-7.20 (m, 2 H), 7.37 (d, J=8.0 Hz, 1 H), 7.43 (s, 1 H), 7.52-7.59 (m, 3 H), 7.79 (d, J=8.4 Hz, 1 H), 7.96... Reactants: TEA, CC1=CC=C(C=C1)C1=CC=C(C=C1)C(=O)O (4′-methyl-[1,1′-biphenyl]-4-carboxylic acid), C(=O)(C(F)(F)F)O (TFA), OC1=CC=C(CN(C(C2=C(C=C(C=C2)NC(CC2=C(C=C(C=C2)OC)C(F)(F)F)=O)OC)=O)CC(=O)OC(C)(C)C)C=C1 (tert-butyl 2-(N-(4-hydroxybenzyl)-2-methoxy-4-(2-(4-methoxy-2-(trifluoromethyl)phenyl)acetamido)benzamido)acetate), C(C(=O)Cl)(=O)Cl (oxalyl chloride). Reagents/catalysts: CN(C)C=O (DMF). Run in C(Cl)Cl (DCM), C(Cl)Cl (DCM). Conditions: time 2 hour. The product is COC1=C(C(=O)N(CC2=CC=C(C=C2)OC(=O)C2=CC=C(C=C2)C2=CC=C(C=C2)C)CC(=O)O)C=CC(=C1)NC(CC1=C(C=C(C=C1)OC)C(F)(F)F)=O (2-(2-methoxy-4-(2-(4-methoxy-2-(trifluoromethyl)phenyl)acetamido)-N-(4-((4′-methyl-[1,1′-biphenyl]-4-carbonyl)oxy)benzyl)benzamido)acetic acid). Isolated yield 17.0%. As a reaction SMILES: [CH3:1][C:2]1[CH:7]=[CH:6][C:5]([C:8]2[CH:13]=[CH:12][C:11]([C:14]([OH:16])=[O:15])=[CH:10][CH:9]=2)=[CH:4][CH:3]=1.C(Cl)(=O)C(Cl)=O.O[C:24]1[CH:65]=[CH:64][C:27]([CH2:28][N:29]([CH2:56][C:57]([O:59]C(C)(C)C)=[O:58])[C:30](=[O:55])[C:31]2[CH:36]=[CH:35][C:34]([NH:37][C:38](=[O:52])[CH2:39][C:40]3[CH:45]=[CH:44][C:43]([O:46][CH3:47])=[CH:42][C:41]=3[C:48]([F:51])([F:50])[F:49])=[CH:33][C:32]=2[O:53][CH3:54])=[CH:26][CH:25]=1.C(O)(C(F)(F)F)=O>C(Cl)Cl.CN(C=O)C>[CH3:54][O:53][C:32]1[CH:33]=[C:34]([NH:37][C:38](=[O:52])[CH2:39][C:40]2[CH:45]=[CH:44][C:43]([O:46][CH3:47])=[CH:42][C:41]=2[C:48]([F:50])([F:51])[F:49])[CH:35]=[CH:36][C:31]=1[C:30]([N:29]([CH2:56][C:57]([OH:59])=[O:58])[CH2:28][C:27]1[CH:64]=[CH:65][C:24]([O:15][C:14]([C:11]2[CH:12]=[CH:13][C:8]([C:5]3[CH:6]=[CH:7][C:2]([CH3:1])=[CH:3][CH:4]=3)=[CH:9][CH:10]=2)=[O:16])=[CH:25][CH:26]=1)=[O:55]. Procedure: Prepared using General Procedures 2 then 8: To a stirring suspension of 4′-methyl-[1,1′-biphenyl]-4-carboxylic acid (57 mg, 0.27 mmol) in DCM (5 mL) were added DMF (2 drops) and oxalyl chloride (25 μL, 0.29 mmol). The reaction mixture was stirred at room temperature for 2 h. To this mixture was added a solution of tert-butyl 2-(N-(4-hydroxybenzyl)-2-methoxy-4-(2-(4-methoxy-2-(trifluoromethyl)phenyl)acetamido)benzamido)acetate INT-24 (108 mg, 0.18 mmol) and TEA (62 μL, 0.45 mmol) in DCM (5 mL). T... Starting materials: COc1ccc(F)cc1C(=O)c1cnc(NC2CCN(S(=O)(=O)CCCCl)CC2)nc1N, CCC(N)CO. Product: CCC(CO)NCCCS(=O)(=O)N1CCC(Nc2ncc(C(=O)c3cc(F)ccc3OC)c(N)n2)CC1. As a reaction SMILES: [NH2:1][c:2]1[n:3][c:4]([NH:19][CH:20]2[CH2:21][CH2:22][N:23]([S:26](=[O:27])(=[O:28])[CH2:29][CH2:30][CH2:31][Cl:32])[CH2:24][CH2:25]2)[n:5][cH:6][c:7]1[C:8](=[O:9])[c:10]1[c:11]([O:17][CH3:18])[cH:12][cH:13][c:14]([F:16])[cH:15]1.[NH2:33][CH:34]([CH2:35][OH:36])[CH2:37][CH3:38]>>[NH2:1][c:2]1[n:3][c:4]([NH:19][CH:20]2[CH2:21][CH2:22][N:23]([S:26](=[O:27])(=[O:28])[CH2:29][CH2:30][CH2:31][NH:33][CH:34]([CH2:35][OH:36])[CH2:37][CH3:38])[CH2:24][CH2:25]2)[n:5][cH:6][c:7]1[C:8](=[O:9])[c:10]1[c:11]([O:17][CH3:18])[cH:12][cH:13][c:14]([F:16])[cH:15]1. The reactants are FC1=CC=C(C=C1)C1=C(N(N=N1)C)/C=C/C=1SC(=C(N1)C)C(=O)O (2-{(E)-2-[5-(4-fluoro-phenyl)-3-methyl-3H-[1,2,3]triazol-4-yl]-vinyl}-4-methyl-thiazole-5-carboxylic acid), NC1CCOCC1 (4-aminotetrahydropyran). Product: O1CCC(CC1)NC(=O)C1=C(N=C(S1)\C=C\C=1N(N=NC1C1=CC=C(C=C1)F)C)C (2-{(E)-2-[5-(4-Fluoro-phenyl)-3-methyl-3H-[1,2,3]triazol-4-yl]-vinyl}-4-methyl-thiazole-5-carboxylic acid (tetrahydro-pyran-4-yl)-amide). Isolated yield 68.0%. As a reaction SMILES: [F:1][C:2]1[CH:7]=[CH:6][C:5]([C:8]2[N:12]=[N:11][N:10]([CH3:13])[C:9]=2/[CH:14]=[CH:15]/[C:16]2[S:17][C:18]([C:22](O)=[O:23])=[C:19]([CH3:21])[N:20]=2)=[CH:4][CH:3]=1.[NH2:25][CH:26]1[CH2:31][CH2:30][O:29][CH2:28][CH2:27]1>>[O:29]1[CH2:30][CH2:31][CH:26]([NH:25][C:22]([C:18]2[S:17][C:16](/[CH:15]=[CH:14]/[C:9]3[N:10]([CH3:13])[N:11]=[N:12][C:8]=3[C:5]3[CH:4]=[CH:3][C:2]([F:1])=[CH:7][CH:6]=3)=[N:20][C:19]=2[CH3:21])=[O:23])[CH2:27][CH2:28]1. Procedure: As described for example 6f, 2-{(E)-2-[5-(4-fluoro-phenyl)-3-methyl-3H-[1,2,3]triazol-4-yl]-vinyl}-4-methyl-thiazole-5-carboxylic acid (75 mg, 0.22 mmol), was converted, using 4-aminotetrahydropyran instead of isopropylamine, to the title compound (63 mg, 68%) which was obtained as a light yellow solid. MS: m/e=428.3 [M+H]+. The reactants are O=C1CCCC(=O)O1, CO, NCCCS. RXN SMILES: [C:6]1(=[O:13])[CH2:7][CH2:8][CH2:9][C:10](=[O:11])[O:12]1.[CH3:14][OH:15].[SH:1][CH2:2][CH2:3][CH2:4][NH2:5]>>[SH:1][CH2:2][CH2:3][CH2:4][NH:5][C:6]([CH2:7][CH2:8][CH2:9][C:10](=[O:11])[OH:12])=[O:13]. Product: O=C(O)CCCC(=O)NCCCS.